From a dataset of the Open Reaction Database (ORD), a public repository of structured organic reaction records. describe an organic reaction: reactants, conditions, products, and yield Starting materials: N1C=NC=C1 (Imidazole), BrC1=CC=C(OCC(CCC=2C=NC=CC2)O)C=C1 ((±)-1-(4-bromophenoxy)-4-(3-pyridyl)-2-butanol), [Cl-].[Na+] (sodium chloride), [Si](C)(C)(C(C)(C)C)Cl (tert-butyldimethylsilyl chloride). The reagents and catalysts are CN(C)C1=NC=CC=C1 (dimethylaminopyridine). Run in CN(C=O)C (dimethylformamide). Conditions: time 26 hour. Yields the product BrC1=CC=C(OCC(CCC=2C=NC=CC2)O[Si](C)(C)C(C)(C)C)C=C1 ((±)-1-(4-Bromophenoxy)-4-(3-pyridyl)-2-(tert-butyldimethylsilyloxy)butane). RXN SMILES: N1C=CN=C1.[Br:6][C:7]1[CH:24]=[CH:23][C:10]([O:11][CH2:12][CH:13]([OH:22])[CH2:14][CH2:15][C:16]2[CH:17]=[N:18][CH:19]=[CH:20][CH:21]=2)=[CH:9][CH:8]=1.[Si:25](Cl)([C:28]([CH3:31])([CH3:30])[CH3:29])([CH3:27])[CH3:26].[Cl-].[Na+]>CN(C)C=O.CN(C1C=CC=CN=1)C>[Br:6][C:7]1[CH:8]=[CH:9][C:10]([O:11][CH2:12][CH:13]([O:22][Si:25]([C:28]([CH3:31])([CH3:30])[CH3:29])([CH3:27])[CH3:26])[CH2:14][CH2:15][C:16]2[CH:17]=[N:18][CH:19]=[CH:20][CH:21]=2)=[CH:23][CH:24]=1 |f:3.4|. Procedure: Imidazole (0.73 g) and dimethylaminopyridine (10 mg) was added to a solution of (±)-1-(4-bromophenoxy)-4-(3-pyridyl)-2-butanol (2.20 g) in dimethylformamide (15 ml). When the mixture was homogeneous solid tert-butyldimethylsilyl chloride was added and the solution stirred for 26 hours. A saturated aqueous solution of sodium chloride (200 ml) was added and the mixture extracted with ether (3×100 ml). The combined organic extracts were dried over anhydrous magnesium sulfate, filtered and concentra... Reactants: CNCc1cccnc1, CCCSC1NC(=O)C(=Cc2ccc3c(cnn3Cc3ccc(Cl)cc3C(F)(F)F)c2)S1. The product is CN(Cc1cccnc1)C1=NC(=O)C(=Cc2ccc3c(cnn3Cc3ccc(Cl)cc3C(F)(F)F)c2)S1. Reaction SMILES: [CH3:33][NH:34][CH2:35][c:36]1[cH:37][n:38][cH:39][cH:40][cH:41]1.[Cl:1][c:2]1[cH:3][c:4]([C:29]([F:30])([F:31])[F:32])[c:5]([CH2:6][n:7]2[n:8][cH:9][c:10]3[cH:11][c:12]([CH:16]=[C:17]4[C:18](=[O:26])[NH:19][CH:20]([S:22][CH2:23][CH2:24][CH3:25])[S:21]4)[cH:13][cH:14][c:15]23)[cH:27][cH:28]1>>[Cl:1][c:2]1[cH:3][c:4]([C:29]([F:30])([F:31])[F:32])[c:5]([CH2:6][n:7]2[n:8][cH:9][c:10]3[cH:11][c:12]([CH:16]=[C:17]4[C:18](=[O:26])[N:19]=[C:20]([N:34]([CH3:33])[CH2:35][c:36]5[cH:37][n:38][cH:39][cH:40][cH:41]5)[S:21]4)[cH:13][cH:14][c:15]23)[cH:27][cH:28]1.